From a dataset of the Open Reaction Database (ORD), a public repository of structured organic reaction records. describe an organic reaction: reactants, conditions, products, and yield Reactants: N#Cc1cc(Br)cc(N2CCOCC2)c1, Clc1ccnc(Cl)n1, CC1(C)OB(c2cc(C#N)cc(N3CCOCC3)c2)OC1(C)C. Yields the product N#Cc1cc(-c2ccnc(Cl)n2)cc(N2CCOCC2)c1. RXN SMILES: [Br:32][c:33]1[cH:34][c:35]([C:45]#[N:46])[cH:36][c:37]([N:38]2[CH2:39][CH2:40][O:41][CH2:42][CH2:43]2)[cH:44]1.[Cl:1][c:2]1[n:3][cH:4][cH:5][c:6]([Cl:8])[n:7]1.[O:9]1[CH2:10][CH2:11][N:12]([c:15]2[cH:16][c:17]([C:18]#[N:19])[cH:20][c:21]([B:23]3[O:24][C:25]([CH3:26])([CH3:27])[C:28]([CH3:29])([CH3:30])[O:31]3)[cH:22]2)[CH2:13][CH2:14]1>>[Cl:1][c:2]1[n:3][cH:4][cH:5][c:6](-[c:21]2[cH:20][c:17]([C:18]#[N:19])[cH:16][c:15]([N:12]3[CH2:11][CH2:10][O:9][CH2:14][CH2:13]3)[cH:22]2)[n:7]1.